Dataset: the Open Reaction Database (ORD), a public repository of structured organic reaction records. Task: describe an organic reaction: reactants, conditions, products, and yield The reactants are CC(=O)OC(C)=O, COc1ccc2c(c1)C(CCNC(C)=O)C(=O)N2, c1ccccc1. Yields the product COc1ccc2c(c1)C(CCNC(C)=O)C(=O)N2C(C)=O. RXN SMILES: [CH3:1][C:2](=[O:3])[O:4][C:5](=[O:6])[CH3:7].[CH3:8][O:9][c:10]1[cH:11][c:12]2[c:16]([cH:17][cH:18]1)[NH:15][C:14](=[O:19])[CH:13]2[CH2:20][CH2:21][NH:22][C:23]([CH3:24])=[O:25].[cH:26]1[cH:27][cH:28][cH:29][cH:30][cH:31]1>>[CH3:1][C:2](=[O:3])[N:15]1[C:14](=[O:19])[CH:13]([CH2:20][CH2:21][NH:22][C:23]([CH3:24])=[O:25])[c:12]2[cH:11][c:10]([O:9][CH3:8])[cH:18][cH:17][c:16]21. The reactants are ClCCl, COc1cc2nc(CO)ccc2c(OC)c1OC, O=S(Cl)Cl. Product: COc1cc2nc(CCl)ccc2c(OC)c1OC. As a reaction SMILES: [Cl:23][CH2:24][Cl:25].[OH:5][CH2:6][c:7]1[n:8][c:9]2[cH:10][c:11]([O:21][CH3:22])[c:12]([O:19][CH3:20])[c:13]([O:17][CH3:18])[c:14]2[cH:15][cH:16]1.[S:1]([Cl:2])([Cl:3])=[O:4]>>[Cl:3][CH2:6][c:7]1[n:8][c:9]2[cH:10][c:11]([O:21][CH3:22])[c:12]([O:19][CH3:20])[c:13]([O:17][CH3:18])[c:14]2[cH:15][cH:16]1.